From a dataset of the Open Reaction Database (ORD), a public repository of structured organic reaction records. describe an organic reaction: reactants, conditions, products, and yield Starting materials: S(=O)(Cl)Cl (thionyl chloride), ice, ClCCN[C@@H](CS)C(=O)O (2-chloroethyl cysteine), CO (methanol). Yields the product Cl.CN([C@@H](CS)C(=O)O)CCCl (methyl 2-chloroethyl cysteine hydrochloride). Yield: 76.1%. RXN SMILES: [Cl:1][CH2:2][CH2:3][NH:4][C@H:5]([C:8]([OH:10])=[O:9])[CH2:6][SH:7].S(Cl)(Cl)=O.[CH3:15]O>>[ClH:1].[CH3:15][N:4]([CH2:3][CH2:2][Cl:1])[C@H:5]([C:8]([OH:10])=[O:9])[CH2:6][SH:7] |f:3.4|. Procedure: 39 g (0.21 mol) 2-chloroethyl cysteine was dissolved with 500 ml anhydrous methanol, and cooled with an ice bath. 80 ml (1.1 mol) thionyl chloride was slowly added dropwise to the solution in the ice bath. Thereafter, the reaction mixture was warmed and reacted at room temperature for 24 hours. After removing the solvent under reduced pressure, the reaction product was dissolved with anhydrous methanol (200 ml×2) and then evaporated to dryness, to remove redundant thionyl chloride. The obtained ...